Dataset: the Open Reaction Database (ORD), a public repository of structured organic reaction records. Task: describe an organic reaction: reactants, conditions, products, and yield Starting materials: ClCCl, CC(C)(C)OC(=O)Nc1ccc(-c2nnc(CN(CCOc3ccccc3)S(=O)(=O)c3ccccc3[N+](=O)[O-])o2)cc1, O=C(O)C(F)(F)F. RXN SMILES: [CH2:50]([Cl:51])[Cl:52].[N+:8](=[O:9])([O-:10])[c:11]1[c:12]([S:17](=[O:18])(=[O:19])[N:20]([CH2:21][CH2:22][O:23][c:24]2[cH:25][cH:26][cH:27][cH:28][cH:29]2)[CH2:30][c:31]2[o:32][c:33](-[c:36]3[cH:37][cH:38][c:39]([NH:42][C:43]([O:44][C:45]([CH3:46])([CH3:47])[CH3:48])=[O:49])[cH:40][cH:41]3)[n:34][n:35]2)[cH:13][cH:14][cH:15][cH:16]1.[OH:1][C:2]([C:3]([F:4])([F:5])[F:6])=[O:7]>>[N+:8](=[O:9])([O-:10])[c:11]1[c:12]([S:17](=[O:18])(=[O:19])[N:20]([CH2:21][CH2:22][O:23][c:24]2[cH:25][cH:26][cH:27][cH:28][cH:29]2)[CH2:30][c:31]2[o:32][c:33](-[c:36]3[cH:37][cH:38][c:39]([NH2:42])[cH:40][cH:41]3)[n:34][n:35]2)[cH:13][cH:14][cH:15][cH:16]1. Product: Nc1ccc(-c2nnc(CN(CCOc3ccccc3)S(=O)(=O)c3ccccc3[N+](=O)[O-])o2)cc1. The reactants are BrB(Br)Br, Oc1cc(Cl)cc2c1cnn2-c1ccc(OCc2ccccc2)c(F)c1, ClCCl, [Na+], O=C([O-])O, O. The product is Oc1ccc(-n2ncc3c(O)cc(Cl)cc32)cc1F. As a reaction SMILES: [B:27]([Br:28])([Br:29])[Br:30].[Cl:1][c:2]1[cH:3][c:4]([OH:26])[c:5]2[cH:6][n:7][n:8](-[c:11]3[cH:12][c:13]([F:25])[c:14]([O:17][CH2:18][c:19]4[cH:20][cH:21][cH:22][cH:23][cH:24]4)[cH:15][cH:16]3)[c:9]2[cH:10]1.[Cl:37][CH2:38][Cl:39].[Na+:36].[O-:32][C:33]([OH:34])=[O:35].[OH2:31]>>[Cl:1][c:2]1[cH:3][c:4]([OH:26])[c:5]2[cH:6][n:7][n:8](-[c:11]3[cH:12][c:13]([F:25])[c:14]([OH:17])[cH:15][cH:16]3)[c:9]2[cH:10]1.